describe an organic reaction: reactants, conditions, products, and yield From a dataset of the Open Reaction Database (ORD), a public repository of structured organic reaction records. The reactants are COC(C)(C)C, CCOC(=O)c1cc2ccccc2[nH]1, CCOC(C)=O, [Cl-], [O-]Cl, [NH4+], [NH4+], [Na+], [Na+], [OH-], [OH-]. Product: CCOC(=O)c1cc2ccccc2n1N. Reaction SMILES: [C:24]([O:25][CH3:26])([CH3:27])([CH3:28])[CH3:29].[CH2:1]([CH3:2])[O:3][C:4](=[O:5])[c:6]1[nH:7][c:8]2[cH:9][cH:10][cH:11][cH:12][c:13]2[cH:14]1.[CH3:30][CH2:31][O:32][C:33]([CH3:34])=[O:35].[Cl-:15].[Cl:21][O-:22].[NH4+:16].[NH4+:19].[Na+:18].[Na+:23].[OH-:17].[OH-:20]>>[CH2:1]([CH3:2])[O:3][C:4](=[O:5])[c:6]1[n:7]([NH2:16])[c:8]2[cH:9][cH:10][cH:11][cH:12][c:13]2[cH:14]1. Reactants: ClC1=NC=C(C=C1C(=O)N[C@@H](C)C1=CC=C(C(=O)OC)C=C1)Cl (Methyl 4-((1S)-1-{[(2,5-dichloropyridin-3-yl)carbonyl]amino}ethyl)benzoate), CN(CCC1=CC=C(C=C1)O)C (4-[2-(dimethylamino)ethyl]phenol). Product: ClC=1C=C(C(=NC1)OC1=CC=C(C=C1)CCN(C)C)C(=O)N[C@@H](C)C1=CC=C(C(=O)OC)C=C1 (Methyl 4-((1S)-1-{[(5-chloro-2-{4-[2-(dimethylamino)ethyl]phenoxy}pyridin-3-yl)carbonyl]amino}ethyl)benzoate). Reaction SMILES: Cl[C:2]1[C:7]([C:8]([NH:10][C@H:11]([C:13]2[CH:22]=[CH:21][C:16]([C:17]([O:19][CH3:20])=[O:18])=[CH:15][CH:14]=2)[CH3:12])=[O:9])=[CH:6][C:5]([Cl:23])=[CH:4][N:3]=1.[CH3:24][N:25]([CH3:35])[CH2:26][CH2:27][C:28]1[CH:33]=[CH:32][C:31]([OH:34])=[CH:30][CH:29]=1>>[Cl:23][C:5]1[CH:6]=[C:7]([C:8]([NH:10][C@H:11]([C:13]2[CH:22]=[CH:21][C:16]([C:17]([O:19][CH3:20])=[O:18])=[CH:15][CH:14]=2)[CH3:12])=[O:9])[C:2]([O:34][C:31]2[CH:30]=[CH:29][C:28]([CH2:27][CH2:26][N:25]([CH3:24])[CH3:35])=[CH:33][CH:32]=2)=[N:3][CH:4]=1. Procedure details: The title compound was prepared according to the procedure described in step 2 of Example 45 from methyl 4-((1S)-1-{[(2,5-dichloropyridin-3-yl)carbonyl]amino}ethyl)benzoate (step 1 of Example 48) and 4-[2-(dimethylamino)ethyl]phenol: 1H-NMR (CDCl3) δ 8.53 (1H, d, J=2.6 Hz), 8.23 (1H, d, J=7.5 Hz), 8.13 (1H, d, J=2.8 Hz), 8.02–7.98 (2H, m), 7.43 (2H, d, J=8.3 Hz), 7.33–7.30 (2H, m), 7.11–7.06 (2H, m), 5.39–5.30 (1H, m), 3.90 (3H, s), 2.87–2.82 (2H, m), 2.63–2.58 (2H, m), 2.33 (6H, s), 1.59 (3H, d... The reactants are C1CCNC1, CN(C)C=O, COc1cc([N+](=O)[O-])c(N)cc1C(=O)O. Product: COc1cc([N+](=O)[O-])c(N)cc1C(=O)N1CCCC1. RXN SMILES: [CH2:16]1[CH2:17][CH2:18][NH:19][CH2:20]1.[CH3:21][N:22]([CH3:23])[CH:24]=[O:25].[NH2:1][c:2]1[c:3]([N+:13](=[O:14])[O-:15])[cH:4][c:5]([O:11][CH3:12])[c:6]([C:7](=[O:8])[OH:9])[cH:10]1>>[NH2:1][c:2]1[c:3]([N+:13](=[O:14])[O-:15])[cH:4][c:5]([O:11][CH3:12])[c:6]([C:7](=[O:9])[N:19]2[CH2:18][CH2:17][CH2:16][CH2:20]2)[cH:10]1. Starting materials: CC(Br)C(N)=O, Sc1cccc(Br)c1, O=C([O-])[O-], [K+], [K+], CN(C)C=O, O. Yields the product CC(Sc1cccc(Br)c1)C(N)=O. Reaction SMILES: [Br:15][CH:16]([C:17](=[O:18])[NH2:19])[CH3:20].[Br:1][c:2]1[cH:3][c:4]([SH:8])[cH:5][cH:6][cH:7]1.[C:9](=[O:10])([O-:11])[O-:12].[K+:13].[K+:14].[O:22]=[CH:23][N:24]([CH3:25])[CH3:26].[OH2:21]>>[Br:1][c:2]1[cH:3][c:4]([S:8][CH:16]([C:17](=[O:18])[NH2:19])[CH3:20])[cH:5][cH:6][cH:7]1. The reactants are O=C([O-])[O-], CC(=O)OI1(OC(C)=O)(OC(C)=O)OC(=O)c2ccccc21, COc1cc2c(Nc3ccc(Cl)c(Cl)c3)ncnc2cc1O, CN(C)Cc1nc(CCl)cs1, Cl, Cl, [K+], [K+]. Yields the product COc1cc2c(Nc3ccc(Cl)c(Cl)c3)ncnc2cc1OCc1csc(CN(C)C)n1. RXN SMILES: [C:36](=[O:37])([O-:38])[O-:39].[CH3:42][C:43]([O:44][I:45]1([O:55][C:56]([CH3:57])=[O:58])([O:59][C:60]([CH3:61])=[O:62])[c:46]2[c:47]([cH:48][cH:49][cH:50][cH:51]2)[C:52](=[O:53])[O:54]1)=[O:63].[Cl:14][c:15]1[cH:16][c:17]([NH:22][c:23]2[n:24][cH:25][n:26][c:27]3[cH:28][c:29]([OH:35])[c:30]([O:33][CH3:34])[cH:31][c:32]23)[cH:18][cH:19][c:20]1[Cl:21].[Cl:3][CH2:4][c:5]1[n:6][c:7]([CH2:10][N:11]([CH3:12])[CH3:13])[s:8][cH:9]1.[ClH:1].[ClH:2].[K+:40].[K+:41]>>[CH2:4]([c:5]1[n:6][c:7]([CH2:10][N:11]([CH3:12])[CH3:13])[s:8][cH:9]1)[O:35][c:29]1[cH:28][c:27]2[n:26][cH:25][n:24][c:23]([NH:22][c:17]3[cH:16][c:15]([Cl:14])[c:20]([Cl:21])[cH:19][cH:18]3)[c:32]2[cH:31][c:30]1[O:33][CH3:34].